Task: describe an organic reaction: reactants, conditions, products, and yield. Dataset: the Open Reaction Database (ORD), a public repository of structured organic reaction records Starting materials: C(C)(C)[Mg]Cl (i-PrMgCl), C(C)(C)(C)OC(NC(=N)C=1SC(=C(C1)S(=O)(=O)C1=CC(=CC=C1)Br)SC)=O ({[4-(3-bromo-benzenesulfonyl)-5-methylsulfanyl-thiophen-2-yl]-imino-methyl}-carbamic acid tert-butyl ester), CN(C=O)C (N,N-dimethylformamide), [Li]CCCC (n-BuLi), hexanes. The solvent is C1CCOC1 (THF), C1CCOC1 (THF). Reaction conditions: temperature 0 celsius, time 20 minute. Yields the product C(C)(C)(C)OC(NC(=N)C=1SC(=C(C1)S(=O)(=O)C1=CC(=CC=C1)C=O)SC)=O ({[4-(3-Formyl-benzenesulfonyl)-5-methylsulfanyl-thiophen-2-yl]-imino-methyl}-carbamic acid tert-butyl ester). Isolated yield 74.9%. Reaction SMILES: C([Mg]Cl)(C)C.[C:6]([O:10][C:11](=[O:32])[NH:12][C:13]([C:15]1[S:16][C:17]([S:30][CH3:31])=[C:18]([S:20]([C:23]2[CH:28]=[CH:27][CH:26]=[C:25](Br)[CH:24]=2)(=[O:22])=[O:21])[CH:19]=1)=[NH:14])([CH3:9])([CH3:8])[CH3:7].[Li]CCCC.CN(C)[CH:40]=[O:41]>C1COCC1>[C:6]([O:10][C:11](=[O:32])[NH:12][C:13]([C:15]1[S:16][C:17]([S:30][CH3:31])=[C:18]([S:20]([C:23]2[CH:28]=[CH:27][CH:26]=[C:25]([CH:40]=[O:41])[CH:24]=2)(=[O:22])=[O:21])[CH:19]=1)=[NH:14])([CH3:9])([CH3:8])[CH3:7]. Procedure: A solution of 2 M i-PrMgCl in THF (1.1 mL, 2.2 mmol) was added dropwise at 0° C. to {[4-(3-bromo-benzenesulfonyl)-5-methylsulfanyl-thiophen-2-yl]-imino-methyl}-carbamic acid tert-butyl ester (0.5 g, 1.0 mmol) (Example 27c) in 5.0 mL THF. The solution was stirred for 20 mins at 0° C., then cooled to −78° C. and a solution of 2.5 M n-BuLi in hexanes (0.6 mL, 1.5 mmol) was added. The mixture was stirred for 5 mins then N,N-dimethylformamide (0.30 mL, 3.8 mmol) was added at −78° C. and the mixture a... RXN SMILES: [O:1]=[Cr:2](=[O:3])=[O:4].[OH2:14].[OH:5][CH2:6][c:7]1[cH:8][cH:9][c:10]([CH3:13])[n:11][cH:12]1.[cH:15]1[cH:16][cH:17][n:18][cH:19][cH:20]1>>[O:5]=[CH:6][c:7]1[cH:8][cH:9][c:10]([CH3:13])[n:11][cH:12]1. The reactants are O=[Cr](=O)=O, O, Cc1ccc(CO)cn1, c1ccncc1. Product: Cc1ccc(C=O)cn1.